Dataset: the Open Reaction Database (ORD), a public repository of structured organic reaction records. Task: describe an organic reaction: reactants, conditions, products, and yield Reactants: BrC=1C=C2C(=NNC2=C(C1)C(=O)N)C1CCN(CC1)S(=O)(=O)CCCN1CCCC1 (5-bromo-3-(1-{[3-(1-pyrrolidinyl)propyl]sulfonyl}-4-piperidinyl)-1H-indazole-7-carboxamide), BrC=1C=C2C(=NNC2=C(C1)C(=O)N)C1CCN(CC1)S(=O)(=O)CCCN1CCCC1 (5-bromo-3-(1-{[3-(1-pyrrolidinyl)propyl]sulfonyl}-4-piperidinyl)-1H-indazole-7-carboxamide), CS(=O)(=O)NC=1C=C(C=CC1)B(O)O ({3-[(methylsulfonyl)amino]phenyl}boronic acid), C([O-])([O-])=O.[K+].[K+] (potassium carbonate). Reagents/catalysts: C=1C=CC(=CC1)[P](C=2C=CC=CC2)(C=3C=CC=CC3)[Pd]([P](C=4C=CC=CC4)(C=5C=CC=CC5)C=6C=CC=CC6)([P](C=7C=CC=CC7)(C=8C=CC=CC8)C=9C=CC=CC9)[P](C=1C=CC=CC1)(C=1C=CC=CC1)C=1C=CC=CC1 (Pd(PPh3)4). Run in O1CCOCC1.O (dioxane water). The product is CS(=O)(=O)NC=1C=C(C=CC1)C=1C=C2C(=NNC2=C(C1)C(=O)N)C1CCN(CC1)S(=O)(=O)CCCN1CCCC1 (5-{3-[(methylsulfonyl)amino]phenyl}-3-(1-{[3-(1-pyrrolidinyl)propyl]sulfonyl}-4-piperidinyl)-1H-indazole-7-carboxamide). The yield is 17.7%. Reaction SMILES: Br[C:2]1[CH:3]=[C:4]2[C:8](=[C:9]([C:11]([NH2:13])=[O:12])[CH:10]=1)[NH:7][N:6]=[C:5]2[CH:14]1[CH2:19][CH2:18][N:17]([S:20]([CH2:23][CH2:24][CH2:25][N:26]2[CH2:30][CH2:29][CH2:28][CH2:27]2)(=[O:22])=[O:21])[CH2:16][CH2:15]1.[CH3:31][S:32]([NH:35][C:36]1[CH:37]=[C:38](B(O)O)[CH:39]=[CH:40][CH:41]=1)(=[O:34])=[O:33].C(=O)([O-])[O-].[K+].[K+]>O1CCOCC1.O.C1C=CC([P]([Pd]([P](C2C=CC=CC=2)(C2C=CC=CC=2)C2C=CC=CC=2)([P](C2C=CC=CC=2)(C2C=CC=CC=2)C2C=CC=CC=2)[P](C2C=CC=CC=2)(C2C=CC=CC=2)C2C=CC=CC=2)(C2C=CC=CC=2)C2C=CC=CC=2)=CC=1>[CH3:31][S:32]([NH:35][C:36]1[CH:37]=[C:38]([C:2]2[CH:3]=[C:4]3[C:8](=[C:9]([C:11]([NH2:13])=[O:12])[CH:10]=2)[NH:7][N:6]=[C:5]3[CH:14]2[CH2:19][CH2:18][N:17]([S:20]([CH2:23][CH2:24][CH2:25][N:26]3[CH2:27][CH2:28][CH2:29][CH2:30]3)(=[O:22])=[O:21])[CH2:16][CH2:15]2)[CH:39]=[CH:40][CH:41]=1)(=[O:34])=[O:33] |f:2.3.4,5.6,^1:61,63,82,101|. Procedure: Following the general procedure of Example 66, a mixture of 5-bromo-3-(1-{[3-(1-pyrrolidinyl)propyl]sulfonyl}-4-piperidinyl)-1H-indazole-7-carboxamide (Intermediate 27) (24 mg, 0.048 mmols), {3-[(methylsulfonyl)amino]phenyl}boronic acid (31 mg, 0.144 mmols), potassium carbonate (40 mg), and Pd(PPh3)4 (3 mg) in dioxane/water (3/1, 4 mL) was reacted. The reaction mixture was concentrated, redissolved in methylene chloride and filtered. The filtrate was concentrated and the residue was purified by ... The reactants are CN1C=C2C[C@H]3N(C[C@H](C=C3C=3C=CC=C1C32)N)C (9,10-didehydro-1,6-dimethylergoline-8α-amine), C(=S)(N1C=NC=C1)N1C=NC=C1 (1,1'-thiocarbonyldiimidazole), C(C)NCC (diethylamine). The product is CN1C=C2C[C@H]3N(C[C@H](C=C3C=3C=CC=C1C32)NC(N(CC)CC)=S)C (3-(9,10-didehydro-1,6-dimethyl-8α-ergolinyl)-1,1-diethylthiourea). Yield: 67.0%. As a reaction SMILES: [CH3:1][N:2]1[C:16]2[C:17]3[C:4]([CH2:5][C@@H:6]4[C:11]([C:12]=3[CH:13]=[CH:14][CH:15]=2)=[CH:10][C@H:9]([NH2:18])[CH2:8][N:7]4[CH3:19])=[CH:3]1.[C:20]([N:27]1[CH:31]=[CH:30]N=[CH:28]1)(N1C=CN=C1)=[S:21].[CH2:32](NCC)C>>[CH3:1][N:2]1[C:16]2[C:17]3[C:4]([CH2:5][C@@H:6]4[C:11]([C:12]=3[CH:13]=[CH:14][CH:15]=2)=[CH:10][C@H:9]([NH:18][C:20](=[S:21])[N:27]([CH2:31][CH3:30])[CH2:28][CH3:32])[CH2:8][N:7]4[CH3:19])=[CH:3]1. Reported procedure: One millimole of 9,10-didehydro-1,6-dimethylergoline-8α-amine is reacted with 1,1'-thiocarbonyldiimidazole and diethylamine, as described in Example 11, to 3-(9,10-didehydro-1,6-dimethyl-8α-ergolinyl)-1,1-diethylthioruea. After chromatography, 3-(9,10-didehydro-1,6-dimethyl-8α-ergolinyl)-1,1-diethylthiourea is obtained in a 67% yield. By dissolution with the equivalent quantity of L-tartaric acid in methylene chloride and methanol, 3-(9,10-didehydro-1,6-dimethyl-8α-ergolinyl)-1,1-diethylthiourea...